From a dataset of the Open Reaction Database (ORD), a public repository of structured organic reaction records. describe an organic reaction: reactants, conditions, products, and yield Reactants: C(CC(=O)OC)(=O)OC (Dimethyl malonate), N1CCCCC1 (Piperidine), C(C)(=O)O (acetic acid), ClC1=C(C(=NC=C1)C(C=O)C1CC1)C (2-(4-chloro-3-methylpyridin-2-yl)-2-cyclopropylacetaldehyde). Run in C(C)O (ethanol). Reaction conditions: temperature 100 celsius, time 5 hour. Product: ClC=1C=CN2C(C(=CC(=C2C1C)C1CC1)C(=O)OC)=O (methyl 8-chloro-1-cyclopropyl-9-methyl-4-oxo-quinolizine-3-carboxylate). RXN SMILES: N1CCCCC1.C(O)(=O)C.[Cl:11][C:12]1[CH:17]=[CH:16][N:15]=[C:14]([CH:18]([CH:21]2[CH2:23][CH2:22]2)[CH:19]=O)[C:13]=1[CH3:24].[C:25](OC)(=[O:31])[CH2:26][C:27]([O:29][CH3:30])=[O:28]>C(O)C>[Cl:11][C:12]1[CH:17]=[CH:16][N:15]2[C:14]([C:13]=1[CH3:24])=[C:18]([CH:21]1[CH2:23][CH2:22]1)[CH:19]=[C:26]([C:27]([O:29][CH3:30])=[O:28])[C:25]2=[O:31]. Procedure: Piperidine (7 mL, 70.9 mmol) and acetic acid (5.5 mL, 95 mmol) were added to a solution of 2-(4-chloro-3-methylpyridin-2-yl)-2-cyclopropylacetaldehyde (4.98 g, 23.75 mmol) in absolute ethanol (200 mL). Dimethyl malonate (16.44 mL, 144 mmol) was added and the reaction mixture was stirred at 100° C. for 5 h (the reaction mixture turned into a red solution). The solvent was evaporated under reduced pressure. The resulting mixture was diluted with ether (100 mL) and washed with water (100 mL) and br... Reactants: CN(C)C=O (DMF), CCC1(C(=O)NC(=NC1=O)[O-])C2=CC=CC=C2.[Na+] (sodium phenobarbitone), ClCC(=O)[O-].[Na+] (sodium chloroacetate), [Cl-].[Cl-].[Ca+2] (CaCl2). Solvent: CO (methanol), CO (methanol). The product is CCC1(C(=O)NC(=O)NC1=O)C=2C=CC=CC2 (phenobarbital). The yield is 36.9%. As a reaction SMILES: [CH3:1][CH2:2][C:3]1([C:12]2[CH:17]=[CH:16][CH:15]=[CH:14][CH:13]=2)[C:9](=[O:10])[N:8]=[C:7]([O-:11])[NH:6][C:4]1=[O:5].[Na+].ClCC([O-])=O.[Na+].[Cl-].[Cl-].[Ca+2].CN(C=O)C>CO>[CH3:1][CH2:2][C:3]1([C:12]2[CH:13]=[CH:14][CH:15]=[CH:16][CH:17]=2)[C:9](=[O:10])[NH:8][C:7](=[O:11])[NH:6][C:4]1=[O:5] |f:0.1,2.3,4.5.6|. Procedure: A solution of sodium phenobarbitone (8.8 g, 35 mmoles), and sodium chloroacetate (4.5 g, 38 mmoles) in methanol (250 ml) was mixed with a solution of CaCl2 (3 g) in methanol (50 ml). After addition of 5 ml DMF the mixture was refluxed for 36 hours. After removal of the solvent, the residue was treated with water (100 ml) and acidified with conc. HCl followed by extraction with chloroform. The organic layer was evaporated to dryness and the residue treated with 10% NaHCO3 solution. Extraction wit... The reactants are IC=1C=C(C(=NC1)NCC1=CC(=C(C=C1)OCC1=CC=C(C=C1)OC)OC)[N+](=O)[O-] (5-iodo-N-(3-methoxy-4-((4-methoxybenzyl)oxy)benzyl)-3-nitropyridin-2-amine), O (water), [Cl-].[NH4+] (ammonium chloride). The reagents and catalysts are O.O.O.O.O.O.O.S(=O)(=O)([O-])[O-].[Fe+2] (iron(II) sulfate heptahydrate), [Zn] (zinc). Run in O1CCCC1 (tetrahydrofuran), CO (methanol). Reaction conditions: time 3 hour. The product is IC=1C=C(C(=NC1)NCC1=CC(=C(C=C1)OCC1=CC=C(C=C1)OC)OC)N (5-iodo-N2-(3-methoxy-4-((4-methoxybenzyl)oxy)benzyl)pyridine-2,3-diamine). The yield is 102.5%. RXN SMILES: [I:1][C:2]1[CH:3]=[C:4]([N+:28]([O-])=O)[C:5]([NH:8][CH2:9][C:10]2[CH:15]=[CH:14][C:13]([O:16][CH2:17][C:18]3[CH:23]=[CH:22][C:21]([O:24][CH3:25])=[CH:20][CH:19]=3)=[C:12]([O:26][CH3:27])[CH:11]=2)=[N:6][CH:7]=1.O.[Cl-].[NH4+]>O1CCCC1.CO.O.O.O.O.O.O.O.S([O-])([O-])(=O)=O.[Fe+2].[Zn]>[I:1][C:2]1[CH:3]=[C:4]([NH2:28])[C:5]([NH:8][CH2:9][C:10]2[CH:15]=[CH:14][C:13]([O:16][CH2:17][C:18]3[CH:23]=[CH:22][C:21]([O:24][CH3:25])=[CH:20][CH:19]=3)=[C:12]([O:26][CH3:27])[CH:11]=2)=[N:6][CH:7]=1 |f:2.3,6.7.8.9.10.11.12.13.14|. Procedure details: To a stirred suspension of 5-iodo-N-(3-methoxy-4-((4-methoxybenzyl)oxy)benzyl)-3-nitropyridin-2-amine (6.72 g, 13.25 mmol) in tetrahydrofuran (75 mL), methanol (25 mL), and water (25 ml) was added ammonium chloride (5.68 g, 106.0 mmol) and iron(II) sulfate heptahydrate (11.05 g, 39.76 mmol). The yellow mixture was treated with zinc (2.60 g, 39.76 mmol), and the resulting dark mixture was heated to reflux. After 3 h, the reaction mixture was allowed to cool to room temperature and was filtered th...